Dataset: the Open Reaction Database (ORD), a public repository of structured organic reaction records. Task: describe an organic reaction: reactants, conditions, products, and yield Starting materials: Cc1nc(N2CCC(CC#N)CC2)c2sc(C)c(-c3c(C)cc(Br)cc3C)c2n1, Cl, [Na+], [Na+], O=C([O-])O, [OH-], O=S(=O)(O)O. Product: Cc1nc(N2CCC(CC(N)=O)CC2)c2sc(C)c(-c3c(C)cc(Br)cc3C)c2n1. Reaction SMILES: [Br:2][c:3]1[cH:4][c:5]([CH3:30])[c:6](-[c:10]2[c:11]([CH3:29])[s:12][c:13]3[c:14]2[n:15][c:16]([CH3:28])[n:17][c:18]3[N:19]2[CH2:20][CH2:21][CH:22]([CH2:25][C:26]#[N:27])[CH2:23][CH2:24]2)[c:7]([CH3:9])[cH:8]1.[ClH:1].[Na+:32].[Na+:37].[O-:33][C:34]([OH:35])=[O:36].[OH-:31].[S:38](=[O:39])(=[O:40])([OH:41])[OH:42]>>[Br:2][c:3]1[cH:4][c:5]([CH3:30])[c:6](-[c:10]2[c:11]([CH3:29])[s:12][c:13]3[c:14]2[n:15][c:16]([CH3:28])[n:17][c:18]3[N:19]2[CH2:20][CH2:21][CH:22]([CH2:25][C:26]([NH2:27])=[O:33])[CH2:23][CH2:24]2)[c:7]([CH3:9])[cH:8]1. Reactants: ClC=1C=C2C(=C(C(C3(C2=CC1)CCC3)=O)C(=O)OCC)O (ethyl 6′-chloro-4′-hydroxy-2′-oxo-spiro[cyclobutane-1,1′-naphthalen]-3′-carboxylate), Cl.C(C)(C)(C)OC(CN)=O (glycine tert-butyl ester hydrochloride), CCN(C(C)C)C(C)C (DIPEA). Solvent: O1CCOCC1 (dioxane). Run at temperature 75 celsius, time 3.5 hour. Yields the product ClC=1C=C2C(=C(C(C3(C2=CC1)CCC3)=O)C(=O)NCC(=O)OC(C)(C)C)O (1,1-Dimethylethyl N-((6′-chloro-4′-hydroxy-2′-oxo-spiro[cyclobutane-1,1′-naphthalen]-3′-yl)carbonyl)glycinate). Isolated yield 76.3%. Reaction SMILES: [Cl:1][C:2]1[CH:3]=[C:4]2[C:9](=[CH:10][CH:11]=1)[C:8]1([CH2:14][CH2:13][CH2:12]1)[C:7](=[O:15])[C:6]([C:16](OCC)=[O:17])=[C:5]2[OH:21].Cl.[C:23]([O:27][C:28](=[O:31])[CH2:29][NH2:30])([CH3:26])([CH3:25])[CH3:24].CCN(C(C)C)C(C)C>O1CCOCC1>[Cl:1][C:2]1[CH:3]=[C:4]2[C:9](=[CH:10][CH:11]=1)[C:8]1([CH2:14][CH2:13][CH2:12]1)[C:7](=[O:15])[C:6]([C:16]([NH:30][CH2:29][C:28]([O:27][C:23]([CH3:26])([CH3:25])[CH3:24])=[O:31])=[O:17])=[C:5]2[OH:21] |f:1.2|. Procedure details: A mixture of ethyl 6′-chloro-4′-hydroxy-2′-oxo-spiro[cyclobutane-1,1′-naphthalen]-3′-carboxylate (155 mg, 505 μmol) and glycine tert-butyl ester hydrochloride (102 mg, 606 μmol) were mixed in dioxane (4 mL). DIPEA (106 μL, 606 μmol) was added, and the reaction mixture was stirred at 75° C. for 3.5 hours. The reaction mixture was cooled to room temperature and concentrated in vacuo. The resulting yellow solid was purified by silica flash chromatography (0-50% DCM/hexane) to give the desired compo... Starting materials: FC=1C=C(C=CC1I)N1C(O[C@H](C1)COS(=O)(=O)C)=O ((5R)-methanesulfonic acid 3-(3-fluoro-4-iodo-phenyl)-2-oxo-oxazolidin-5-ylmethyl ester), C1(C=2C(C(N1)=O)=CC=CC2)=O.[K] (potassium phthalimide). Run in CN(C=O)C (N,N-dimethylformamide). Run at temperature 70 celsius, time 10 minute. Yields the product FC=1C=C(C=CC1I)N1C(O[C@@H](C1)CN1C(C2=CC=CC=C2C1=O)=O)=O ((5R)-2-[3-(3-fluoro-4-iodo-phenyl)-2-oxo-oxazolidin-5-ylmethyl]-isoindole-1,3-dione). Yield: 94.0%. RXN SMILES: [F:1][C:2]1[CH:3]=[C:4]([N:9]2[CH2:13][C@H:12]([CH2:14]OS(C)(=O)=O)[O:11][C:10]2=[O:20])[CH:5]=[CH:6][C:7]=1[I:8].[C:21]1(=[O:31])[NH:25][C:24](=[O:26])[C:23]2=[CH:27][CH:28]=[CH:29][CH:30]=[C:22]12.[K]>CN(C)C=O>[F:1][C:2]1[CH:3]=[C:4]([N:9]2[CH2:13][C@@H:12]([CH2:14][N:25]3[C:21](=[O:31])[C:22]4[C:23](=[CH:27][CH:28]=[CH:29][CH:30]=4)[C:24]3=[O:26])[O:11][C:10]2=[O:20])[CH:5]=[CH:6][C:7]=1[I:8] |f:1.2,^1:31|. Procedure details: A solution of mesylate 105 (26.38 g, 63.57 mmol) in anhydrous N,N-dimethylformamide (DMF, 120 mL) was treated with solid potassium phthalimide (12.95 g, 70.0 mmol, 1.1 equiv) at 25° C., and the resulting reaction mixture was warmed to 70° C. for 2 h. When TLC and HPLC showed the reaction was complete, the reaction mixture was cooled to room temperature before being quenched with H2O (400 mL). The resulting mixture was stirred at room temperature for 10 min before being cooled to 0-5° C. for 1 h.... Reactants: BrC=1C=C(C2=C(C(CCS2)=O)C1C)C (6-bromo-2,3-dihydro-5,8-dimethyl-4H-1-benzothiopyran-4-one), C(CO)O (ethylene glycol), C(OC)(OC)OC (trimethyl orthoformate), O.C1(=CC=C(C=C1)S(=O)(=O)O)C (p-toluenesulfonic acid monohydrate). The solvent is C(C)OCC (diethyl ether). Product: BrC=1C=C(C2=C(C1C)C1(OCCO1)CCS2)C (6-bromo-2,3-dihydro-5,8-dimethylspiro[4H-1-benzothiopyran-4,2'-[1,3]dioxolane]). RXN SMILES: [Br:1][C:2]1[CH:3]=[C:4]([CH3:14])[C:5]2[S:10][CH2:9][CH2:8][C:7](=[O:11])[C:6]=2[C:12]=1[CH3:13].[CH2:15](O)[CH2:16][OH:17].C(OC)(OC)OC.O.C1(C)C=CC(S(O)(=O)=O)=CC=1>C(OCC)C>[Br:1][C:2]1[CH:3]=[C:4]([CH3:14])[C:5]2[S:10][CH2:9][CH2:8][C:7]3([O:17][CH2:16][CH2:15][O:11]3)[C:6]=2[C:12]=1[CH3:13] |f:3.4|. Procedure details: 26.06 g (0.096 mol) of the title compound of Step C, 250 mL of ethylene glycol, 170 mL of trimethyl orthoformate (purchased from Aldrich Chemical Company), and 0.06 g of p-toluenesulfonic acid monohydrate were stirred together at 80° C. under nitrogen overnight. The mixture was diluted with 400 mL of diethyl ether. The resulting mixture was washed with a 1:1 mixture of 1N sodium hydroxide:saturated aqueous NaCl (2×600 mL) and then with saturated aqueous NaCl (1×600 mL). The organic layer was dri...